This data is from the Open Reaction Database (ORD), a public repository of structured organic reaction records. The task is: describe an organic reaction: reactants, conditions, products, and yield The reactants are Cl, Cl, NC1CCC(CCN2CCC(C(=O)c3ccc(Cl)s3)CC2)CC1, O=C(O)c1ccc2c(c1)OCO2. Product: O=C(NC1CCC(CCN2CCC(C(=O)c3ccc(Cl)s3)CC2)CC1)c1ccc2c(c1)OCO2. As a reaction SMILES: [ClH:1].[ClH:2].[NH2:3][CH:4]1[CH2:5][CH2:6][CH:7]([CH2:10][CH2:11][N:12]2[CH2:13][CH2:14][CH:15]([C:18](=[O:19])[c:20]3[s:21][c:22]([Cl:25])[cH:23][cH:24]3)[CH2:16][CH2:17]2)[CH2:8][CH2:9]1.[O:26]1[CH2:27][O:28][c:29]2[c:30]1[cH:31][cH:32][c:33]([C:35](=[O:36])[OH:37])[cH:34]2>>[NH:3]([CH:4]1[CH2:5][CH2:6][CH:7]([CH2:10][CH2:11][N:12]2[CH2:13][CH2:14][CH:15]([C:18](=[O:19])[c:20]3[s:21][c:22]([Cl:25])[cH:23][cH:24]3)[CH2:16][CH2:17]2)[CH2:8][CH2:9]1)[C:35]([c:33]1[cH:32][cH:31][c:30]2[c:29]([cH:34]1)[O:28][CH2:27][O:26]2)=[O:36]. Starting materials: COC=1C=C(C=CC1OC)/C(/C#N)=C/C1=CC=C(C=C1)O ((Z)-2-(3,4-dimethoxyphenyl)-3-(4-hydroxyphenyl)acrylonitrile), resultant solution. Run in C(C)#N (acetonitrile). Yields the product COC=1C=C(C=CC1OC)/C(/C#N)=C\C1=CC=C(C=C1)O ((E)-2-(3,4-dimethoxy-phenyl)-3-(4-hydroxy-phenyl)-acrylonitrile). Yield: 41.0%. As a reaction SMILES: [CH3:1][O:2][C:3]1[CH:4]=[C:5](/[C:11](=[CH:14]/[C:15]2[CH:20]=[CH:19][C:18]([OH:21])=[CH:17][CH:16]=2)/[C:12]#[N:13])[CH:6]=[CH:7][C:8]=1[O:9][CH3:10]>C(#N)C>[CH3:1][O:2][C:3]1[CH:4]=[C:5](/[C:11](=[CH:14]\[C:15]2[CH:16]=[CH:17][C:18]([OH:21])=[CH:19][CH:20]=2)/[C:12]#[N:13])[CH:6]=[CH:7][C:8]=1[O:9][CH3:10]. Procedure details: Compound 1 (100 mg) was dissolved in acetonitrile, and the resultant solution was subjected to photoreaction by use of a high-pressure mercury lamp. The resultant reaction mixture was concentrated to dryness under reduced pressure, followed by purification by use of a silica gel column, to thereby produce the target product (41 mg, yield: 41%). Starting materials: C(C)(C)(C)OC(=O)N(CCCC=1C=CC=2C3C(C(NC2C1)=O)(CCC3)F)CC3=CC(=CC=C3)Cl (7-[3-(N-tert-butoxycarbonyl-3-chlorobenzylamino)propyl]-3a-fluoro-1,2,3,3a,5,9b-hexahydrocyclopenta[c]quinolin-4-one), COC=1C=CC(=CC1)P2(=S)SP(=S)(S2)C=3C=CC(=CC3)OC (Lawesson's reagent). Solvent: C1CCOC1 (THF). The product is C(C)(C)(C)OC(=O)N(CCCC=1C=CC=2C3C(C(NC2C1)=S)(CCC3)F)CC3=CC(=CC=C3)Cl (7-[3-(N-tert-Butoxycarbonyl-3-chlorobenzylamino)propyl]-3a-fluoro-1,2,3,3a,5,9b-hexahydrocyclopenta[c]quinoline-4-thione). RXN SMILES: [C:1]([O:5][C:6]([N:8]([CH2:27][C:28]1[CH:33]=[CH:32][CH:31]=[C:30]([Cl:34])[CH:29]=1)[CH2:9][CH2:10][CH2:11][C:12]1[CH:13]=[CH:14][C:15]2[CH:16]3[CH2:25][CH2:24][CH2:23][C:17]3([F:26])[C:18](=O)[NH:19][C:20]=2[CH:21]=1)=[O:7])([CH3:4])([CH3:3])[CH3:2].COC1C=CC(P2(SP(C3C=CC(OC)=CC=3)(=S)S2)=[S:44])=CC=1>C1COCC1>[C:1]([O:5][C:6]([N:8]([CH2:27][C:28]1[CH:33]=[CH:32][CH:31]=[C:30]([Cl:34])[CH:29]=1)[CH2:9][CH2:10][CH2:11][C:12]1[CH:13]=[CH:14][C:15]2[CH:16]3[CH2:25][CH2:24][CH2:23][C:17]3([F:26])[C:18](=[S:44])[NH:19][C:20]=2[CH:21]=1)=[O:7])([CH3:4])([CH3:3])[CH3:2]. Procedure details: A solution of 100 mg (0.21 mmol) of 7-[3-(N-tert-butoxycarbonyl-3-chlorobenzylamino)propyl]-3a-fluoro-1,2,3,3a,5,9b-hexahydrocyclopenta[c]quinolin-4-one and 223 mg (0.55 mmol) of Lawesson's reagent in 15 ml of THF is refluxed for 1.5 hours. After concentration by evaporation in a vacuum, the residue is purified by column chromatography with hexane-ethyl acetate: 80 mg of product. Reactants: CC(=O)O, COC(=O)CC(C)=O, CC(C)O, O=Cc1ccc(F)cc1Cl, C1CCNCC1. Yields the product COC(=O)C(=Cc1ccc(F)cc1Cl)C(C)=O. Reaction SMILES: [C:1]([OH:2])(=[O:3])[CH3:4].[C:21]([CH2:22][C:23](=[O:24])[CH3:25])(=[O:26])[O:27][CH3:28].[CH:29]([OH:30])([CH3:31])[CH3:32].[Cl:11][c:12]1[c:13]([CH:14]=[O:15])[cH:16][cH:17][c:18]([F:20])[cH:19]1.[NH:5]1[CH2:6][CH2:7][CH2:8][CH2:9][CH2:10]1>>[Cl:11][c:12]1[c:13]([CH:14]=[C:22]([C:21](=[O:26])[O:27][CH3:28])[C:23](=[O:24])[CH3:25])[cH:16][cH:17][c:18]([F:20])[cH:19]1. Reactants: NC(Cc1ccc(B(O)O)cc1)C(=O)O, CC#N, FC(F)(F)C(Oc1cc(Cl)ncn1)c1ccccc1, [Na+], [Na+], O=C([O-])[O-], O. Yields the product NC(Cc1ccc(-c2cc(OC(c3ccccc3)C(F)(F)F)ncn2)cc1)C(=O)O. As a reaction SMILES: [B:20]([OH:21])([OH:22])[c:23]1[cH:24][cH:25][c:26]([CH2:27][CH:28]([NH2:29])[C:30](=[O:31])[OH:32])[cH:33][cH:34]1.[CH3:35][C:36]#[N:37].[Cl:1][c:2]1[n:3][cH:4][n:5][c:6]([O:8][CH:9]([C:10]([F:11])([F:12])[F:13])[c:14]2[cH:15][cH:16][cH:17][cH:18][cH:19]2)[cH:7]1.[Na+:38].[Na+:39].[O-:40][C:41](=[O:42])[O-:43].[OH2:44]>>[c:2]1(-[c:23]2[cH:24][cH:25][c:26]([CH2:27][CH:28]([NH2:29])[C:30](=[O:31])[OH:32])[cH:33][cH:34]2)[n:3][cH:4][n:5][c:6]([O:8][CH:9]([C:10]([F:11])([F:12])[F:13])[c:14]2[cH:15][cH:16][cH:17][cH:18][cH:19]2)[cH:7]1. The product is COCCOc1ccc(C=C2SC(=S)NC2=O)cc1OC. The reactants are CC(=O)[O-], CC(=O)O, COCCOc1ccc(C=O)cc1OC, [Na+], O, O=C1CSC(=S)N1. Reaction SMILES: [C:23]([O-:24])(=[O:25])[CH3:26].[C:28]([OH:29])(=[O:30])[CH3:31].[CH3:1][O:2][c:3]1[cH:4][c:5]([CH:6]=[O:7])[cH:8][cH:9][c:10]1[O:11][CH2:12][CH2:13][O:14][CH3:15].[Na+:27].[OH2:32].[S:16]1[C:17](=[S:18])[NH:19][C:20](=[O:21])[CH2:22]1>>[CH3:1][O:2][c:3]1[cH:4][c:5]([CH:6]=[C:22]2[S:16][C:17](=[S:18])[NH:19][C:20]2=[O:21])[cH:8][cH:9][c:10]1[O:11][CH2:12][CH2:13][O:14][CH3:15]. Yields the product C1=C(C=CC2=CC3=CC=CC=C3C=C12)OCCOC1=CC=C(C=C1)C(C(=O)O)=O (4-[[2-(2-anthracenyloxy) ethyl]oxy]-alpha-oxobenzene-acetic acid). Yield: 75.8%. Run in O1CCCC1 (tetrahydrofuran), O (water). RXN SMILES: C[O:2][C:3](=[O:30])[C:4](=[O:29])[C:5]1[CH:10]=[CH:9][C:8]([O:11][CH2:12][CH2:13][O:14][C:15]2[CH:28]=[CH:27][C:26]3[C:17](=[CH:18][C:19]4[C:24]([CH:25]=3)=[CH:23][CH:22]=[CH:21][CH:20]=4)[CH:16]=2)=[CH:7][CH:6]=1.[OH-].[Na+]>O1CCCC1.O>[CH:16]1[C:17]2[C:26](=[CH:25][C:24]3[C:19]([CH:18]=2)=[CH:20][CH:21]=[CH:22][CH:23]=3)[CH:27]=[CH:28][C:15]=1[O:14][CH2:13][CH2:12][O:11][C:8]1[CH:9]=[CH:10][C:5]([C:4](=[O:29])[C:3]([OH:30])=[O:2])=[CH:6][CH:7]=1 |f:1.2|. Procedure: A mixture of 4-[[2-(2-anthracenyloxy)ethyl]oxy]-alpha-oxobenzeneacetic acid methyl ester (0.615 g) in hot tetrahydrofuran (100 mL) was treated with 1N sodium hydroxide (4 mL) and diluted with water. The resulting solids were recovered by filtration and stirred in a mixture of dichloromethane and excess 2N hydrochloric acid until the solids dissolved. The organic layer was separated, dried (Na2SO4), filtered, and evaporated to give crude product. Crystallization from acetone-hexane gave 0.45 g of... Starting materials: COC(C(C1=CC=C(C=C1)OCCOC1=CC2=CC3=CC=CC=C3C=C2C=C1)=O)=O (4-[[2-(2-anthracenyloxy)ethyl]oxy]-alpha-oxobenzeneacetic acid methyl ester), [OH-].[Na+] (sodium hydroxide).